Dataset: the Open Reaction Database (ORD), a public repository of structured organic reaction records. Task: describe an organic reaction: reactants, conditions, products, and yield The reactants are O (water), N1=CC=C(C=C1)C=O (pyridine-4-carboxaldehyde), C(C=C)[Li] (allyl lithium), C(C=C)[Li] (Allyl lithium). The solvent is C1CCOC1 (THF). Run at temperature 0 celsius. The product is N1=CC=C(C=C1)C(CC=C)O (1-(4-pyridyl)-3-buten-1-ol). Isolated yield 63.0%. As a reaction SMILES: [N:1]1[CH:6]=[CH:5][C:4]([CH:7]=[O:8])=[CH:3][CH:2]=1.[CH2:9]([Li])[CH:10]=[CH2:11].O>C1COCC1>[N:1]1[CH:6]=[CH:5][C:4]([CH:7]([OH:8])[CH2:11][CH:10]=[CH2:9])=[CH:3][CH:2]=1. Procedure: 4.75 g (50 mmol) of pyridine-4-carboxaldehyde was dissolved in 50 ml THF and cooled to 0° C. Allyl lithium was then added with stirring until the mixture turned the dark color characteristic of the allyl lithium solution. After stirring for an additional 5 minutes, water was slowly added at 0° C. until two phases formed and all precipitate was dissolved. The THF layer was separated, dried over MgSO4, and evaporated in vacuo to an oil. Flash chromatography yielded 4.69 g (63%) of product as an oi... Reactants: metal hydride, [H-].[Al+3].[Li+].[H-].[H-].[H-] (lithium aluminum hydride), C1(=CC=CC=C1)CC(=O)C=1NC=CC1 (phenylacetylpyrrole). Run in O1CCCC1 (tetrahydrofuran). Product: C(CC1=CC=CC=C1)C=1NC=CC1 (2-[phenethyl]pyrrole). RXN SMILES: [C:1]1([CH2:7][C:8]([C:10]2[NH:11][CH:12]=[CH:13][CH:14]=2)=O)[CH:6]=[CH:5][CH:4]=[CH:3][CH:2]=1.[H-].[Al+3].[Li+].[H-].[H-].[H-]>O1CCCC1>[CH2:8]([C:10]1[NH:11][CH:12]=[CH:13][CH:14]=1)[CH2:7][C:1]1[CH:6]=[CH:5][CH:4]=[CH:3][CH:2]=1 |f:1.2.3.4.5.6|. Procedure details: Compound (III) is dissolved in an ethereal solvent, preferably anhydrous tetrahydrofuran, and a complex metal hydride, preferably lithium aluminum hydride, is added. The mixture is reacted at reflux temperature for 35-53 hours, preferably 48 hours. Excess of hydride is destroyed with organic solvent and the reaction mixture is purified by methods known to the art to afford 2-[phenethyl]pyrrole (IV). RXN SMILES: [CH2:1]([O:8][C:9]1[CH:10]=[C:11]([OH:16])[CH:12]=[CH:13][C:14]=1[Br:15])[C:2]1[CH:7]=[CH:6][CH:5]=[CH:4][CH:3]=1.C[C@@H:18]([CH2:23][CH2:24][CH2:25][CH2:26][C:27]1[CH:32]=[CH:31][CH:30]=[CH:29][CH:28]=1)S([O-])(=O)=O.C(=O)([O-])[O-].[K+].[K+].CN(C)C=O>CCOCC.O>[Br:15][C:14]1[CH:13]=[CH:12][C:11]([O:16][C@H:23]([CH3:18])[CH2:24][CH2:25][CH2:26][C:27]2[CH:32]=[CH:31][CH:30]=[CH:29][CH:28]=2)=[CH:10][C:9]=1[O:8][CH2:1][C:2]1[CH:3]=[CH:4][CH:5]=[CH:6][CH:7]=1 |f:2.3.4|. Product: BrC1=C(C=C(C=C1)O[C@@H](CCCC1=CC=CC=C1)C)OCC1=CC=CC=C1 ((R)-1-Bromo-2-benzyloxy-4-(1-methyl-4-phenylbutoxy)benzene). Reactants: C(C1=CC=CC=C1)OC=1C=C(C=CC1Br)O (3-benzyloxy-4-bromophenol), CN(C=O)C (dimethylformamide), C[C@H](S(=O)(=O)[O-])CCCCC1=CC=CC=C1 ((S)-1-methyl-4-phenylbutylmethane sulfonate), C([O-])([O-])=O.[K+].[K+] (potassium carbonate). Yield: 72.0%. Run in CCOCC (ether), O (water). Reported procedure: A mixture of 21.8 g. (78 mmole) of 3-benzyloxy-4-bromophenol, 20.0 g. (82.6 mmole) of (S)-1-methyl-4-phenylbutylmethane sulfonate and 25.2 g. (200 mmole) of potassium carbonate in 100 ml. dimethylformamide was heated at 85° C. for 13.5 hours. The reaction was cooled and added to 500 ml. water-500 ml. ether. The organic extract was washed with two 250 ml. portions of water, dried over magnesium sulfate and evaporated to an oil. The crude oil was purified via column chromatography on 750 g. of sil... Reactants: CC(C)CN, CCO, Cc1cc(Cl)c2[nH]ncc2n1, O. Product: Cc1cc(NCC(C)C)c2[nH]ncc2n1. Reaction SMILES: [CH2:12]([CH:13]([CH3:14])[CH3:15])[NH2:16].[CH3:18][CH2:19][OH:20].[Cl:1][c:2]1[c:3]2[c:4]([n:5][c:6]([CH3:8])[cH:7]1)[cH:9][n:10][nH:11]2.[OH2:17]>>[c:2]1([NH:16][CH2:12][CH:13]([CH3:14])[CH3:15])[c:3]2[c:4]([n:5][c:6]([CH3:8])[cH:7]1)[cH:9][n:10][nH:11]2. Reactants: C=CCNC(C)c1ccccc1, [Li]CCCC, CC(C)(C)OC(=O)C=CC=Cc1ccccc1. Product: C=CCN(C(C=Cc1ccccc1)CC(=O)OC(C)(C)C)C(C)c1ccccc1. Reaction SMILES: [CH2:1]([CH:2]=[CH2:3])[NH:4][CH:5]([c:6]1[cH:7][cH:8][cH:9][cH:10][cH:11]1)[CH3:12].[Li:13][CH2:14][CH2:15][CH2:16][CH3:17].[c:18]1([CH:24]=[CH:25][CH:26]=[CH:27][C:28](=[O:29])[O:30][C:31]([CH3:32])([CH3:33])[CH3:34])[cH:19][cH:20][cH:21][cH:22][cH:23]1>>[CH2:1]([CH:2]=[CH2:3])[N:4]([CH:5]([c:6]1[cH:7][cH:8][cH:9][cH:10][cH:11]1)[CH3:12])[CH:26]([CH:25]=[CH:24][c:18]1[cH:19][cH:20][cH:21][cH:22][cH:23]1)[CH2:27][C:28](=[O:29])[O:30][C:31]([CH3:32])([CH3:33])[CH3:34]. Starting materials: CCCCO, O=[N+]([O-])c1cc(Cl)ccc1Cl, NCCO. The product is O=[N+]([O-])c1cc(Cl)ccc1NCCO. RXN SMILES: [CH2:16]([OH:17])[CH2:18][CH2:19][CH3:20].[Cl:1][c:2]1[c:3]([N+:9](=[O:10])[O-:11])[cH:4][c:5]([Cl:8])[cH:6][cH:7]1.[NH2:12][CH2:13][CH2:14][OH:15]>>[c:2]1([NH:12][CH2:13][CH2:14][OH:15])[c:3]([N+:9](=[O:10])[O-:11])[cH:4][c:5]([Cl:8])[cH:6][cH:7]1. As a reaction SMILES: [CH2:1]([O:3][CH:4]([O:7][CH2:8][CH3:9])[CH2:5]Br)[CH3:2].[CH2:10]([O:12][C:13](=[O:21])[C:14]1[CH:19]=[CH:18][CH:17]=[C:16]([OH:20])[CH:15]=1)[CH3:11].C(=O)([O-])[O-].[K+].[K+].[I-].[Na+]>CN(C)C=O>[CH2:10]([O:12][C:13](=[O:21])[C:14]1[CH:19]=[CH:18][CH:17]=[C:16]([O:20][CH2:5][CH:4]([O:7][CH2:8][CH3:9])[O:3][CH2:1][CH3:2])[CH:15]=1)[CH3:11] |f:2.3.4,5.6|. Isolated yield 78.3%. Conditions: temperature 120 celsius. The solvent is CN(C=O)C (dimethyl formamide). Procedure: 2-Bromoacetaldehyde diethyl acetal (3 ml, 20 mmol), ethyl-3-hydroxy-benzoate (1.66 g, 10 mmol), potassium carbonate (2.76 g, 20 mmol) and sodium iodide (0.298 g, 2 mmol) were heated at 120° C. in dimethyl formamide (DMF) (15 ml) for 17 hrs. Another batch of 2-bromoacetaldehyde diethyl acetal (3 ml, 20 mmol) was added and the reaction mixture was heated at 120° C. for another 24 hrs. The reaction was cooled to room temperature and all the solvents were evaporated under reduced pressure. The resid... Yields the product C(C)OC(C1=CC(=CC=C1)OCC(OCC)OCC)=O (3-(2,2-Diethoxy-ethoxy)-benzoic acid ethyl ester), oil. Reactants: C(C)OC(CBr)OCC (2-Bromoacetaldehyde diethyl acetal), C(C)OC(C1=CC(=CC=C1)O)=O (ethyl-3-hydroxy-benzoate), C([O-])([O-])=O.[K+].[K+] (potassium carbonate), [I-].[Na+] (sodium iodide), C(C)OC(CBr)OCC (2-bromoacetaldehyde diethyl acetal).